From a dataset of the Open Reaction Database (ORD), a public repository of structured organic reaction records. describe an organic reaction: reactants, conditions, products, and yield Yields the product [Si](C1=CC=CC=C1)(C1=CC=CC=C1)(C(C)(C)C)OC[C@H](C1CC1)N1C([C@@](C[C@@H]([C@H]1C1=CC=C(C=C1)Cl)C1=CC(=CC=C1)Cl)(C)CC(=O)O)=O (2-((3R,5R,6S)-1-((S)-2-((tert-Butyldiphenylsilyl)oxy)-1-cyclopropylethyl)-5-(3-chlorophenyl)-6-(4-chlorophenyl)-3-methyl-2-oxopiperidin-3-yl)acetic acid). Conditions: time 16 hour. Run in O (water), C(Cl)(Cl)(Cl)Cl (CCl4), C(C)#N (acetonitrile), O (water), C(Cl)(Cl)(Cl)Cl (CCl4), C(C)#N (acetonitrile). RXN SMILES: [CH2:1]([C@@:4]1(C)[CH2:9][C@H:8]([C:10]2[CH:15]=[CH:14][CH:13]=[C:12]([Cl:16])[CH:11]=2)[C@@H:7]([C:17]2[CH:22]=[CH:21][C:20]([Cl:23])=[CH:19][CH:18]=2)[N:6]([C@@H:24]([CH:44]2[CH2:46][CH2:45]2)[CH2:25][O:26][Si:27]([C:40]([CH3:43])([CH3:42])[CH3:41])([C:34]2[CH:39]=[CH:38][CH:37]=[CH:36][CH:35]=2)[C:28]2[CH:33]=[CH:32][CH:31]=[CH:30][CH:29]=2)[C:5]1=[O:47])C=C.I([O-])(=O)(=O)=O.[Na+].C(O)(=O)CC(CC(O)=O)(C(O)=O)O.CC[O:70][C:71]([CH3:73])=[O:72]>O.O.[Ru](Cl)(Cl)Cl.C(Cl)(Cl)(Cl)Cl.C(#N)C>[Si:27]([O:26][CH2:25][C@@H:24]([N:6]1[C@H:7]([C:17]2[CH:18]=[CH:19][C:20]([Cl:23])=[CH:21][CH:22]=2)[C@@H:8]([C:10]2[CH:15]=[CH:14][CH:13]=[C:12]([Cl:16])[CH:11]=2)[CH2:9][C@@:4]([CH2:73][C:71]([OH:70])=[O:72])([CH3:1])[C:5]1=[O:47])[CH:44]1[CH2:45][CH2:46]1)([C:40]([CH3:42])([CH3:43])[CH3:41])([C:28]1[CH:33]=[CH:32][CH:31]=[CH:30][CH:29]=1)[C:34]1[CH:39]=[CH:38][CH:37]=[CH:36][CH:35]=1 |f:1.2,6.7|. Procedure details: To a rapidly stirring solution of (3S,5R,6S)-3-allyl-1-((S)-2-(tert-butyldiphenylsilyloxy)-1-cyclopropylethyl)-5-(3-chlorophenyl)-6-(4-chlorophenyl)-3-methylpiperidin-2-one (1450 mg, 2.08 mmol; Example 251, Step D) in a mixture of water (11 mL), acetonitrile (7.2 mL), and CCl4 (7.2 mL) was added sodium periodate (1780 mg, 8.32 mmol), followed by ruthenium (III) chloride hydrate (47 mg, 0.21 mmol). After being stirred vigorously for 16 h, additional water (5.4 mL), acetonitrile (3.6 mL), and CCl4... Reagents/catalysts: O.[Ru](Cl)(Cl)Cl (ruthenium (III) chloride hydrate), O.[Ru](Cl)(Cl)Cl (ruthenium (III) chloride hydrate). Starting materials: C(C=C)[C@@]1(C(N([C@@H]([C@H](C1)C1=CC(=CC=C1)Cl)C1=CC=C(C=C1)Cl)[C@H](CO[Si](C1=CC=CC=C1)(C1=CC=CC=C1)C(C)(C)C)C1CC1)=O)C ((3S,5R,6S)-3-allyl-1-((S)-2-(tert-butyldiphenylsilyloxy)-1-cyclopropylethyl)-5-(3-chlorophenyl)-6-(4-chlorophenyl)-3-methylpiperidin-2-one), C(CC(O)(C(=O)O)CC(=O)O)(=O)O (citric acid), I(=O)(=O)(=O)[O-].[Na+] (sodium periodate), I(=O)(=O)(=O)[O-].[Na+] (sodium periodate), CCOC(=O)C (EtOAc). Starting materials: CC(C)C[Al+]CC(C)C, CC(C)(C#N)c1ccccc1, CCCCCC, Cl, [H-], O. Yields the product CC(C)(C=O)c1ccccc1. RXN SMILES: [CH2:13]([Al+:14][CH2:15][CH:16]([CH3:17])[CH3:18])[CH:19]([CH3:20])[CH3:21].[CH3:1][C:2]([C:3]#[N:4])([CH3:5])[c:6]1[cH:7][cH:8][cH:9][cH:10][cH:11]1.[CH3:24][CH2:25][CH2:26][CH2:27][CH2:28][CH3:29].[ClH:23].[H-:12].[OH2:22]>>[CH3:1][C:2]([CH:3]=[O:22])([CH3:5])[c:6]1[cH:7][cH:8][cH:9][cH:10][cH:11]1.